describe an organic reaction: reactants, conditions, products, and yield From a dataset of the Open Reaction Database (ORD), a public repository of structured organic reaction records. The reactants are C(C)(C)C(=O)C1=CC=C(C=C1)Cl (4-chlorophenyl isopropyl ketone), [OH-].[K+] (potassium hydroxide), ClC1=CC=C(CCl)C=C1 (4-chlorobenzyl chloride). Reagents/catalysts: [Br-].C(CCC)[N+](CCCC)(CCCC)CCCC (tetrabutylammonium bromide). The solvent is C1(=CC=CC=C1)C (toluene), C1(=CC=CC=C1)C (toluene). Yields the product ClC1=CC=C(C=C1)CC(C)(C)C(=O)C1=CC=C(C=C1)Cl (4-chlorophenyl 4-chlorophenyl-tert.-butyl ketone). Yield: 56.9%. RXN SMILES: [CH:1]([C:4]([C:6]1[CH:11]=[CH:10][C:9]([Cl:12])=[CH:8][CH:7]=1)=[O:5])([CH3:3])[CH3:2].[OH-].[K+].[Cl:15][C:16]1[CH:23]=[CH:22][C:19]([CH2:20]Cl)=[CH:18][CH:17]=1>[Br-].C([N+](CCCC)(CCCC)CCCC)CCC.C1(C)C=CC=CC=1>[Cl:15][C:16]1[CH:23]=[CH:22][C:19]([CH2:20][C:1]([C:4]([C:6]2[CH:7]=[CH:8][C:9]([Cl:12])=[CH:10][CH:11]=2)=[O:5])([CH3:3])[CH3:2])=[CH:18][CH:17]=1 |f:1.2,4.5|. Procedure details: 85 g (0.466 mol) of 4-chlorophenyl isopropyl ketone, 31.3 g (0.56 mol) of potassium hydroxide and 5 g of tetrabutylammonium bromide in 120 ml of toluene are heated to the reflux temperature, and a solution of 75 g (0.466 mol) of 4-chlorobenzyl chloride in 60 ml of toluene is added dropwise. The reaction mixture is subsequently stirred under reflux for 12 hours, cooled and washed with water and the organic phase is dried over sodium sulphate and concentrated in vacuo. 81.5 g (60% of theory) of 4-... Reactants: Cc1ccccc1, FC(F)(F)c1ccc(N=C=S)cc1, Nc1ncccc1OCc1ccccc1. Yields the product FC(F)(F)c1ccc(NC(=S)Nc2ncccc2OCc2ccccc2)cc1. RXN SMILES: [CH3:29][c:30]1[cH:31][cH:32][cH:33][cH:34][cH:35]1.[F:16][C:17]([c:18]1[cH:19][cH:20][c:21]([N:24]=[C:25]=[S:26])[cH:22][cH:23]1)([F:27])[F:28].[NH2:1][c:2]1[n:3][cH:4][cH:5][cH:6][c:7]1[O:8][CH2:9][c:10]1[cH:11][cH:12][cH:13][cH:14][cH:15]1>>[NH:1]([c:2]1[n:3][cH:4][cH:5][cH:6][c:7]1[O:8][CH2:9][c:10]1[cH:11][cH:12][cH:13][cH:14][cH:15]1)[C:25]([NH:24][c:21]1[cH:20][cH:19][c:18]([C:17]([F:16])([F:27])[F:28])[cH:23][cH:22]1)=[S:26]. Reactants: solution, B(Br)(Br)Br (boron tribromide), O (water), COC1=C(C=CC(=C1)OC)N1N=C(C=C1C)C (1-(2,4-dimethoxyphenyl)-3,5-dimethyl-1H-pyrazol), [OH-].[Na+] (sodium hydroxide). The solvent is C(Cl)Cl (methylene chloride), C(Cl)Cl (methylene chloride). Conditions: time 1 hour. Yields the product CC1=NN(C(=C1)C)C1=C(C=C(C=C1)O)O (4-(3,5-Dimethyl-1H-pyrazol-1-yl)benzene-1,3-diol). Isolated yield 68.9%. As a reaction SMILES: C[O:2][C:3]1[CH:8]=[C:7]([O:9]C)[CH:6]=[CH:5][C:4]=1[N:11]1[C:15]([CH3:16])=[CH:14][C:13]([CH3:17])=[N:12]1.B(Br)(Br)Br.O.[OH-].[Na+]>C(Cl)Cl>[CH3:17][C:13]1[CH:14]=[C:15]([CH3:16])[N:11]([C:4]2[CH:5]=[CH:6][C:7]([OH:9])=[CH:8][C:3]=2[OH:2])[N:12]=1 |f:3.4|. Reported procedure: 118.4 mg of 1-(2,4-dimethoxyphenyl)-3,5-dimethyl-1H-pyrazol was dissolved in 2.3 ml of methylene chloride, and 1.7 ml of 1M solution of boron tribromide in methylene chloride was added at room temperature and stirred for 1 hour. The reaction mixture was added to 30 ml of water, neutralized with 1N-sodium hydroxide, and extracted with 50 ml of ethyl acetate. After the organic layer was dried over anhydrous magnesium sulfate, the solvent was distilled off under reduced pressure, and purified using... Starting materials: CCN(C(C)C)C(C)C, CC(=O)OC(C)=O, CCOC(C)=O, O=[N+]([O-])c1ccc(F)cc1OCC1CO1, [H][H]. Product: CC(=O)Nc1ccc(F)cc1OCC1CO1. As a reaction SMILES: [CH2:25]([N:26]([CH:27]([CH3:28])[CH3:29])[CH:30]([CH3:31])[CH3:32])[CH3:33].[CH3:18][C:19](=[O:20])[O:21][C:22](=[O:23])[CH3:24].[CH3:34][CH2:35][O:36][C:37](=[O:38])[CH3:39].[F:1][c:2]1[cH:3][cH:4][c:5]([N+:13]([O-:14])=[O:15])[c:6]([O:7][CH2:8][CH:9]2[O:10][CH2:11]2)[cH:12]1.[H:16][H:17]>>[F:1][c:2]1[cH:3][cH:4][c:5]([NH:13][C:19]([CH3:18])=[O:20])[c:6]([O:7][CH2:8][CH:9]2[O:10][CH2:11]2)[cH:12]1.